Task: describe an organic reaction: reactants, conditions, products, and yield. Dataset: the Open Reaction Database (ORD), a public repository of structured organic reaction records Reactants: C(C)(C)(C)OC(NC=1N(C(C([C@@](N1)(C)C1=C(C=CC(=C1)N)F)(C)C)=O)C)=O ([(S)-4-(5-amino-2-fluoro-phenyl)-1,4,5,5-tetramethyl-6-oxo-1,4,5,6-tetrahydro-pyrimidin-2-yl]-carbamic acid tert-butyl ester), C(C)(C)(C)OC(NC=1N(C(C([C@@](N1)(C)C1=C(C=CC(=C1)N)F)(C)C)=O)C)=O ([(S)-4-(5-amino-2-fluoro-phenyl)-1,4,5,5-tetramethyl-6-oxo-1,4,5,6-tetrahydro-pyrimidin-2-yl]-carbamic acid tert-butyl ester), OC1(CCC1)C(=O)O (1-hydroxy-cyclobutanecarboxylic acid). The product is NC=1N(C(C([C@@](N1)(C)C=1C=C(C=CC1F)NC(=O)C1(CCC1)O)(C)C)=O)C ((S)—N-(3-(2-amino-1,4,5,5-tetramethyl-6-oxo-1,4,5,6-tetrahydropyrimidin-4-yl)-4-fluorophenyl)-1-hydroxycyclobutanecarboxamide). As a reaction SMILES: C(OC(=O)[NH:7][C:8]1[N:9]([CH3:26])[C:10](=[O:25])[C:11]([CH3:24])([CH3:23])[C@:12]([C:15]2[CH:20]=[C:19]([NH2:21])[CH:18]=[CH:17][C:16]=2[F:22])([CH3:14])[N:13]=1)(C)(C)C.[OH:28][C:29]1([C:33](O)=[O:34])[CH2:32][CH2:31][CH2:30]1>>[NH2:7][C:8]1[N:9]([CH3:26])[C:10](=[O:25])[C:11]([CH3:23])([CH3:24])[C@:12]([C:15]2[CH:20]=[C:19]([NH:21][C:33]([C:29]3([OH:28])[CH2:32][CH2:31][CH2:30]3)=[O:34])[CH:18]=[CH:17][C:16]=2[F:22])([CH3:14])[N:13]=1. Procedure details: The coupling of [(S)-4-(5-amino-2-fluoro-phenyl)-1,4,5,5-tetramethyl-6-oxo-1,4,5,6-tetrahydro-pyrimidin-2-yl]-carbamic acid tert-butyl ester (intermediate F) and 1-hydroxy-cyclobutanecarboxylic acid followed by deprotection of the intermediate yielded the title compound as a colorless amorphous solid. MS (ESI): m/z=377.4 [M+H]+. Procedure details: trans-4-[(4-tert-Butylcyclohexylimino)methyl]benzoic acid methyl ester (21.0 g, 69.2 mmol) was suspended in methanol (300 mL), and acetic acid (50 mL) was added. To the resulting clear solution was added sodium cyanoborohydride (3.5 g, 55.5 mmol), and the mixture was stirred at ambient temperature for 30 min. The reaction volume was then reduced to one third by rotary evaporation, and ethyl acetate (500 mL) was added. The organic phase was washed with sodium carbonate solution (5%, 500 mL), and ... The solvent is CO (methanol). As a reaction SMILES: [CH3:1][O:2][C:3](=[O:22])[C:4]1[CH:9]=[CH:8][C:7]([CH:10]=[N:11][C@H:12]2[CH2:17][CH2:16][C@H:15]([C:18]([CH3:21])([CH3:20])[CH3:19])[CH2:14][CH2:13]2)=[CH:6][CH:5]=1.C(O)(=O)C.C([BH3-])#N.[Na+]>CO>[CH3:1][O:2][C:3](=[O:22])[C:4]1[CH:9]=[CH:8][C:7]([CH2:10][NH:11][C@H:12]2[CH2:17][CH2:16][C@H:15]([C:18]([CH3:20])([CH3:19])[CH3:21])[CH2:14][CH2:13]2)=[CH:6][CH:5]=1 |f:2.3|. Product: COC(C1=CC=C(C=C1)CN[C@@H]1CC[C@H](CC1)C(C)(C)C)=O (trans-4-[(4-tert-butylcyclohexylamino)methyl]benzoic Acid Methyl Ester). Conditions: time 30 minute. The reactants are COC(C1=CC=C(C=C1)C=N[C@@H]1CC[C@H](CC1)C(C)(C)C)=O (trans-4-[(4-tert-Butylcyclohexylimino)methyl]benzoic acid methyl ester), C(C)(=O)O (acetic acid), C(#N)[BH3-].[Na+] (sodium cyanoborohydride). Starting materials: NC1=CC(=NN1C1=C(C=C(C=C1Cl)OC(F)(F)F)Cl)C#N (5-amino-3-cyano-1-(2,6-dichloro-4-trifluoromethoxyphenyl)pyrazole), IN1C(CCC1=O)=O (N-iodosuccinimide). Solvent: C(C)#N (acetonitrile). The product is NC1=C(C(=NN1C1=C(C=C(C=C1Cl)OC(F)(F)F)Cl)C#N)I (5-Amino-3-cyano-1-(2,6-dichloro-4-trifluoromethoxyphenyl)-4-iodopyrazole). As a reaction SMILES: [NH2:1][C:2]1[N:6]([C:7]2[C:12]([Cl:13])=[CH:11][C:10]([O:14][C:15]([F:18])([F:17])[F:16])=[CH:9][C:8]=2[Cl:19])[N:5]=[C:4]([C:20]#[N:21])[CH:3]=1.[I:22]N1C(=O)CCC1=O>C(#N)C>[NH2:1][C:2]1[N:6]([C:7]2[C:12]([Cl:13])=[CH:11][C:10]([O:14][C:15]([F:17])([F:16])[F:18])=[CH:9][C:8]=2[Cl:19])[N:5]=[C:4]([C:20]#[N:21])[C:3]=1[I:22]. Procedure: To a stirred solution of 5-amino-3-cyano-1-(2,6-dichloro-4-trifluoromethoxyphenyl)pyrazole (4.17 g) in acetonitrile (20 ml) at room temperature was added N-iodosuccinimide (2.79 g). After 15 minutes the mixture was evaporated to dryness and the residual orange solid was taken up in dichloromethane. The solution was washed with water, then brine, then dried (Na2SO4) and evaporated to provide the title compound as a pale orange solid, m.p. 149.5-150.0° C. The reactants are [N+](=O)([O-])C=1C=C(C=CC1)NC1=NC=CC(=N1)C=1C=NC=CC1 (N-(3-nitrophenyl)-4-(3-pyridyl)-2-pyrimidine-amine). Reagents/catalysts: [Pd] (palladium). The solvent is O1CCCC1 (tetrahydrofuran). Conditions: time 8 hour. Product: NC=1C=C(C=CC1)NC1=NC=CC(=N1)C=1C=NC=CC1 (N-(3-aminophenyl)-4-(3-pyridyl)-2-pyrimidine-amine). RXN SMILES: [N+:1]([C:4]1[CH:5]=[C:6]([NH:10][C:11]2[N:16]=[C:15]([C:17]3[CH:18]=[N:19][CH:20]=[CH:21][CH:22]=3)[CH:14]=[CH:13][N:12]=2)[CH:7]=[CH:8][CH:9]=1)([O-])=O>O1CCCC1.[Pd]>[NH2:1][C:4]1[CH:5]=[C:6]([NH:10][C:11]2[N:16]=[C:15]([C:17]3[CH:18]=[N:19][CH:20]=[CH:21][CH:22]=3)[CH:14]=[CH:13][N:12]=2)[CH:7]=[CH:8][CH:9]=1. Procedure details: A suspension of 17.0 g (0.058 mol) of N-(3-nitrophenyl)-4-(3-pyridyl)-2-pyrimidine-amine in 1700 ml of tetrahydrofuran is stirred with 1.7 g of palladium on active carbon (5%) under a hydrogen atmosphere at normal pressure for 21 hours. The suspension is filtered and the filtrate is concentrated in a rotary evaporator. The yellow solid product that remains behind is stirred overnight in 200 ml of methylene chloride. Filtration and drying yield N-(3-aminophenyl)-4-(3-pyridyl)-2-pyrimidine-amine; ...